From a dataset of the Open Reaction Database (ORD), a public repository of structured organic reaction records. describe an organic reaction: reactants, conditions, products, and yield The reactants are CC[C@@]1(C2=C(COC1=O)C(=O)N3CC=4C=C5C=CC=CC5=NC4C3=C2)O (Camptothecin). Reagents/catalysts: [Pt]=O (Platinum oxide). Run in C(C)(=O)O (acetic acid). Yields the product CC[C@@]1(C2=C(COC1=O)C(=O)N3CC4CC5=CC=CC=C5NC4C3=C2)O (1,2,6,7-tetrahydrocamptothecin). Isolated yield 76.7%. As a reaction SMILES: [CH3:1][CH2:2][C@@:3]1([OH:26])[C:8](=[O:9])[O:7][CH2:6][C:5]2[C:10]([N:12]3[C:24](=[CH:25][C:4]1=2)[C:23]1[N:22]=[C:21]2[C:16]([CH:17]=[CH:18][CH:19]=[CH:20]2)=[CH:15][C:14]=1[CH2:13]3)=[O:11]>C(O)(=O)C.[Pt]=O>[CH3:1][CH2:2][C@@:3]1([OH:26])[C:8](=[O:9])[O:7][CH2:6][C:5]2[C:10]([N:12]3[C:24](=[CH:25][C:4]1=2)[CH:23]1[CH:14]([CH2:15][C:16]2[C:21]([NH:22]1)=[CH:20][CH:19]=[CH:18][CH:17]=2)[CH2:13]3)=[O:11]. Procedure details: Camptothecin (500 mg, 1.43 m-mol) is suspended in acetic acid (100 ml). Platinum oxide (100 mg) is added to the suspension and the mixture is subjected to catalytic reduction (1.5 hours, absorption of about 140 ml of hydrogen) at room temperature under atmospheric pressure. After removing the catalyst by filtration, the reaction mixture is evaporated until dryness under reduced pressure. The residue is taken up in chloroform (200 ml) and washed with a 5% aqueous solution of sodium hydrogen carbo... Starting materials: C1(=CC=CC=C1)C(=O)C1(CCCCC1)O (1-hydroxycyclohexyl phenyl ketone), OC1=CC=CC=2C(C3=C(C=CC=C3C(C12)=O)O)=O (1,5-dihydroxyanthraquinone), C1(=CC=CC=C1)C(CC(=O)C1=CC=CC=C1)=O (1,3-diphenyl-1,3-propanedione). Product: OC1=CC=2C(C3=CC=C(C=C3C(C2C=C1)=O)O)=O (2,6-dihydroxyanthraquinone). Reaction SMILES: C1(C(C2(O)CCCCC2)=[O:8])C=CC=CC=1.O[C:17]1[C:30]2[C:29](=[O:31])[C:28]3[C:23](=[C:24]([OH:32])[CH:25]=[CH:26][CH:27]=3)[C:22](=[O:33])[C:21]=2[CH:20]=[CH:19][CH:18]=1.C1(C(=O)CC(C2C=CC=CC=2)=O)C=CC=CC=1>>[OH:32][C:24]1[CH:25]=[CH:26][C:27]2[C:22](=[O:33])[C:21]3[C:30](=[CH:17][CH:18]=[C:19]([OH:8])[CH:20]=3)[C:29](=[O:31])[C:28]=2[CH:23]=1. Procedure details: 1-hydroxycyclohexyl phenyl ketone; 1,5-dihydroxyanthraquinone; 1,3-diphenyl-1,3-propanedione;